The task is: describe an organic reaction: reactants, conditions, products, and yield. This data is from the Open Reaction Database (ORD), a public repository of structured organic reaction records. Reactants: CC(C=O)C (2-methyl-1-propanal), C1(=CC=CC=C1)SC[Si](C)(C)C (phenylthiomethyltrimethylsilane), C(CCC)[Li] (n-butyllithium). Run in C1CCOC1 (THF), [Cl-].[Na+].O (Brine), C1CCOC1 (THF), CCCCCC (hexane). Run at time 15 minute. Yields the product C1(=CC=CC=C1)SC=C(C)C (2-methyl-1-propenyl phenyl sulfide). Reaction SMILES: [C:1]1([S:7][CH2:8][Si](C)(C)C)[CH:6]=[CH:5][CH:4]=[CH:3][CH:2]=1.[CH2:13]([Li])[CH2:14][CH2:15]C.CC(C)C=O>C1COCC1.CCCCCC.[Cl-].[Na+].O>[C:1]1([S:7][CH:8]=[C:14]([CH3:15])[CH3:13])[CH:6]=[CH:5][CH:4]=[CH:3][CH:2]=1 |f:5.6.7|. Reported procedure: To a solution of 3.92 g (20 mmol) of phenylthiomethyltrimethylsilane in 10 ml THF at 0° is added 20 ml n-butyllithium in hexane. The resulting yellow solution is stirred for 15 min at 0°, and a solution of 1.44 g (20 mmol) of 2-methyl-1-propanal in 5 ml THF is added. The reaction mixture is stirred for 15 min at 0°, then for 2 hr at 25°. Brine (15 ml) is added and the product extracted with ether. The organic layer is dried over calcium sulfate, filtered and the solvent is removed under vacuum t... The reactants are compound [ 4-6 ], ClCC1=CC=CC2=CC=CC=C12 (1-(chloromethyl)naphthalene), C(C1=CC=CC=C1)N1C=CC2=CC=C(C=C12)CC(=O)O (2-(1-benzyl-1H-indole-6-yl)acetic acid). Product: C1(=CC=CC2=CC=CC=C12)CN1C=CC2=CC=C(C=C12)CC(=O)O (2-[1-(Naphthalene-1-ylmethyl)-1H-indole-6-yl]acetic acid), C(C1=CC=CC=C1)N1C=CC2=CC=C(C=C12)CC(=O)O (2-(1-benzyl-1H-indole-6-yl)acetic acid). As a reaction SMILES: Cl[CH2:2][C:3]1[C:12]2[C:7](=[CH:8][CH:9]=[CH:10][CH:11]=2)[CH:6]=[CH:5][CH:4]=1.[CH2:13]([N:20]1[C:28]2[C:23](=[CH:24][CH:25]=[C:26]([CH2:29][C:30]([OH:32])=[O:31])[CH:27]=2)[CH:22]=[CH:21]1)[C:14]1[CH:19]=[CH:18][CH:17]=[CH:16][CH:15]=1>>[C:3]1([CH2:2][N:20]2[C:28]3[C:23](=[CH:24][CH:25]=[C:26]([CH2:29][C:30]([OH:32])=[O:31])[CH:27]=3)[CH:22]=[CH:21]2)[C:12]2[C:7](=[CH:8][CH:9]=[CH:10][CH:11]=2)[CH:6]=[CH:5][CH:4]=1.[CH2:13]([N:20]1[C:28]2[C:23](=[CH:24][CH:25]=[C:26]([CH2:29][C:30]([OH:32])=[O:31])[CH:27]=2)[CH:22]=[CH:21]1)[C:14]1[CH:15]=[CH:16][CH:17]=[CH:18][CH:19]=1. Reported procedure: The titled compound (30 mg) as a white solid was prepared from the compound [4-6] obtained in the process (6) of Example 4 (100 mg) and 1-(chloromethyl)naphthalene according to the method of the process (7) of Example 4.